Dataset: the Open Reaction Database (ORD), a public repository of structured organic reaction records. Task: describe an organic reaction: reactants, conditions, products, and yield Reactants: ClC1=CC=C(C(=O)N(CCCC(=O)O)C(C)C2=CC=CC=C2)C=C1 (N-(p-chlorobenzoyl)-4-(1-phenylethylamino)butyric acid), C(C1=CC=CC=C1)NCCCC(=O)OCC (ethyl 4-benzylaminobutyrate), [OH-].[K+] (potassium hydroxide). Run in C(C)O (ethanol). Conditions: time 12 hour. The product is ClC1=CC=C(C(=O)N(CCCC(=O)N(CCCC(=O)O)CC2=CC=CC=C2)C(C)C2=CC=CC=C2)C=C1 (N-[N-(p-chorobenzoyl)-4-(1-phenylethylamino)butyryl]-4-benzylaminobutyric acid). RXN SMILES: [Cl:1][C:2]1[CH:24]=[CH:23][C:5]([C:6]([N:8]([CH:15]([C:17]2[CH:22]=[CH:21][CH:20]=[CH:19][CH:18]=2)[CH3:16])[CH2:9][CH2:10][CH2:11][C:12](O)=[O:13])=[O:7])=[CH:4][CH:3]=1.[CH2:25]([NH:32][CH2:33][CH2:34][CH2:35][C:36]([O:38]CC)=[O:37])[C:26]1[CH:31]=[CH:30][CH:29]=[CH:28][CH:27]=1.[OH-].[K+]>C(O)C>[Cl:1][C:2]1[CH:24]=[CH:23][C:5]([C:6]([N:8]([CH:15]([C:17]2[CH:18]=[CH:19][CH:20]=[CH:21][CH:22]=2)[CH3:16])[CH2:9][CH2:10][CH2:11][C:12]([N:32]([CH2:25][C:26]2[CH:27]=[CH:28][CH:29]=[CH:30][CH:31]=2)[CH2:33][CH2:34][CH2:35][C:36]([OH:38])=[O:37])=[O:13])=[O:7])=[CH:4][CH:3]=1 |f:2.3|. Procedure details: Analogously to Example 1, by using equivalent quantities, reacting N-(p-chlorobenzoyl)-4-(1-phenylethylamino)butyric acid and ethyl 4-benzylaminobutyrate and suitable processing, dissolving the evaporation residue in ethanol, adding an ethanolic solution of potassium hydroxide, stirring for 12 hours at room temperature and further processing yields N-[N-(p-chorobenzoyl)-4-(1-phenylethylamino)butyryl]-4-benzylaminobutyric acid. Reactants: CCCCNC(=O)CCCC=CCCC1Cc2cc(O)ccc2C2CCC3(C)C(O)CCC3C12, CCOC(C)=O, [H][H]. Product: CCCCNC(=O)CCCCCCCC1Cc2cc(O)ccc2C2CCC3(C)C(O)CCC3C12. As a reaction SMILES: [CH2:1]([CH2:2][CH2:3][CH3:4])[NH:5][C:6]([CH2:7][CH2:8][CH2:9][CH:10]=[CH:11][CH2:12][CH2:13][CH:14]1[CH:15]2[CH:16]3[CH2:17][CH2:18][CH:19]([OH:33])[C:20]3([CH3:21])[CH2:22][CH2:23][CH:24]2[c:25]2[cH:26][cH:27][c:28]([OH:32])[cH:29][c:30]2[CH2:31]1)=[O:34].[CH3:37][CH2:38][O:39][C:40](=[O:41])[CH3:42].[H:35][H:36]>>[CH2:1]([CH2:2][CH2:3][CH3:4])[NH:5][C:6]([CH2:7][CH2:8][CH2:9][CH2:10][CH2:11][CH2:12][CH2:13][CH:14]1[CH:15]2[CH:16]3[CH2:17][CH2:18][CH:19]([OH:33])[C:20]3([CH3:21])[CH2:22][CH2:23][CH:24]2[c:25]2[cH:26][cH:27][c:28]([OH:32])[cH:29][c:30]2[CH2:31]1)=[O:34]. Reactants: C1(CCCC1)OC=1C=C(C=CC1OC)C(O)C1=CC=CC=C1 (1-(3-cyclopentyloxy-4-methoxyphenyl)-1-phenylmethanol), 10h. The reagents and catalysts are O=[Mn]=O (MnO2), O=[Mn]=O (MnO2), O=[Mn]=O (MnO2). The solvent is C(Cl)Cl (CH2Cl2). Run at time 18 hour. The product is C1(CCCC1)OC=1C=C(C=CC1OC)C(=O)C1=CC=CC=C1 ((3-Cyclopentyloxy-4-methoxyphenyl)phenylketone). Yield: 84.9%. As a reaction SMILES: [CH:1]1([O:6][C:7]2[CH:8]=[C:9]([CH:15]([C:17]3[CH:22]=[CH:21][CH:20]=[CH:19][CH:18]=3)[OH:16])[CH:10]=[CH:11][C:12]=2[O:13][CH3:14])[CH2:5][CH2:4][CH2:3][CH2:2]1>C(Cl)Cl.O=[Mn]=O>[CH:1]1([O:6][C:7]2[CH:8]=[C:9]([C:15]([C:17]3[CH:18]=[CH:19][CH:20]=[CH:21][CH:22]=3)=[O:16])[CH:10]=[CH:11][C:12]=2[O:13][CH3:14])[CH2:2][CH2:3][CH2:4][CH2:5]1. Procedure: The alcohol (prepared above) (13.4 g, 44.8 mmol) was dissolved in CH2Cl2 (150 ml) and treated with MnO2 (22 g). The reaction mixture was vigorously stirred at RT for 18 h, then treated with a further portion of MnO2 (20 g). More MnO2 (20 g) was added after 10h and the mixture stirred for 18 h, then filtered through Celite® and concentrated in vacuo. The residue was recrystallized from EtOH to afford the title compound (11.27 g; two crops) as a white crystalline solid m.p. 59°-75° C.; δH (CDCl3) ... Starting materials: [OH-].[Na+] (sodium hydroxide), CN(C=1C=C(C=CC1)S(=O)(=O)N)C (3-(dimethylamino)benzenesulfonamide), ClC1=CC=C(C=C1)N=C=O (4-chlorophenylisocyanate). Run in CC(=O)C (acetone), CC(=O)C (acetone). Reaction conditions: time 45 minute. Yields the product ClC1=CC=C(C=C1)NC(=O)NS(=O)(=O)C1=CC(=CC=C1)N(C)C (N-[[(4-chlorophenyl)amino]carbonyl]-3-(dimethylamino)benzenesulfonamide). Reaction SMILES: [CH3:1][N:2]([CH3:13])[C:3]1[CH:4]=[C:5]([S:9]([NH2:12])(=[O:11])=[O:10])[CH:6]=[CH:7][CH:8]=1.[OH-].[Na+].[Cl:16][C:17]1[CH:22]=[CH:21][C:20]([N:23]=[C:24]=[O:25])=[CH:19][CH:18]=1>CC(C)=O>[Cl:16][C:17]1[CH:22]=[CH:21][C:20]([NH:23][C:24]([NH:12][S:9]([C:5]2[CH:6]=[CH:7][CH:8]=[C:3]([N:2]([CH3:13])[CH3:1])[CH:4]=2)(=[O:11])=[O:10])=[O:25])=[CH:19][CH:18]=1 |f:1.2|. Procedure: The 3-(dimethylamino)benzenesulfonamide was dissolved in acetone (9.1 ml) to which was added 9.3 ml of 1N sodium hydroxide. To this mixture was added 4-chlorophenylisocyanate (1.43 g, 9.3 mmoles) dissolved in 9.1 ml of acetone. This mixture was stirred for 45 minutes at room temperature and then filtered. The filtrate was acidified using 1N hydrochloric acid (9.3 ml) and stirred for 2 hours, resulting in a precipitate. The solid was collected, washed thrice with water, and recrystallized using h...